From a dataset of the Open Reaction Database (ORD), a public repository of structured organic reaction records. describe an organic reaction: reactants, conditions, products, and yield Starting materials: S(=O)(=O)(C)Cl (mesyl chloride), COC1=CC=C(CON)C=C1 (O-(p-methoxybenzyl)-hydroxylamine). Solvent: N1=CC=CC=C1 (pyridine). Product: S(=O)(=O)(C)NOCC1=CC=C(C=C1)OC (N-mesyl-O-(p-methoxybenzyl)hydroxylamine). The yield is 64.9%. Reaction SMILES: [S:1](Cl)([CH3:4])(=[O:3])=[O:2].[CH3:6][O:7][C:8]1[CH:16]=[CH:15][C:11]([CH2:12][O:13][NH2:14])=[CH:10][CH:9]=1>N1C=CC=CC=1>[S:1]([NH:14][O:13][CH2:12][C:11]1[CH:15]=[CH:16][C:8]([O:7][CH3:6])=[CH:9][CH:10]=1)([CH3:4])(=[O:3])=[O:2]. Procedure details: 63.0 g (0.55 mole) of mesyl chloride was added dropwise to a solution of 76.5 g (0.5 mole) of O-(p-methoxybenzyl)-hydroxylamine in 400 ml of pyridine while ice-cooling and stirring. After completion of the addition, the resulting mixture was stirred at room temperature (about 20°-30° C) for 5 hours and then the solvent was removed by distillation. 600 ml of ethyl acetate was added to the resulting residue, and the mixture was washed successively with 1N hydrochloric acid and water. The mixture w... Starting materials: Intermediate 23, BrC=1C=C(C=CC1)C(CCCC)OC1=CC(=C(C=C1)OCC(=O)OCC)C (ethyl [(4-{[1-(3-bromophenyl)pentyl]oxy}-2-methylphenyl)oxy]acetate), ClC1=CC=C(C=C1)B(O)O (4-chlorobenzene boronic acid). Product: ClC1=CC=C(C=C1)C1=CC(=CC=C1)C(CCCC)OC1=CC(=C(C=C1)OCC(=O)OCC)C (Ethyl [(4-{[1-(4′-chloro-3-biphenylyl)pentyl]oxy}-2-methylphenyl)oxy]acetate). As a reaction SMILES: Br[C:2]1[CH:3]=[C:4]([CH:8]([O:13][C:14]2[CH:19]=[CH:18][C:17]([O:20][CH2:21][C:22]([O:24][CH2:25][CH3:26])=[O:23])=[C:16]([CH3:27])[CH:15]=2)[CH2:9][CH2:10][CH2:11][CH3:12])[CH:5]=[CH:6][CH:7]=1.[Cl:28][C:29]1[CH:34]=[CH:33][C:32](B(O)O)=[CH:31][CH:30]=1>>[Cl:28][C:29]1[CH:34]=[CH:33][C:32]([C:2]2[CH:7]=[CH:6][CH:5]=[C:4]([CH:8]([O:13][C:14]3[CH:19]=[CH:18][C:17]([O:20][CH2:21][C:22]([O:24][CH2:25][CH3:26])=[O:23])=[C:16]([CH3:27])[CH:15]=3)[CH2:9][CH2:10][CH2:11][CH3:12])[CH:3]=2)=[CH:31][CH:30]=1. Procedure: Prepared according to the procedure used for the preparation of Intermediate 23, starting from ethyl [(4-{[1-(3-bromophenyl)pentyl]oxy}-2-methylphenyl)oxy]acetate (200 mg, 0.46 mmol) and 4-chlorobenzene boronic acid (86 mg, 0.55 mmol) to give, after purification by Biotage™ chromatography (silica, 40 g cartridge) eluting with petroleum ether 40-60° C.:EtOAc (19:1), the title compound (137 mg). Starting materials: C(C)OC(=O)[C@@]1([C@@H](C1)C=C)NC(=O)[C@H]1[C@@H](C[C@@H](C1)OC1=CC(=NC2=CC(=CC=C12)OC)C1=CC=CC=C1)C(N[C@@H](C(C)(C)C)C(N[C@H](C(NC)=O)C1CCCCC1)=O)=O ((1R,2S)-1-{[(1R,2R,4S)-2-{(S)-1-[((S)-Cyclohexyl-methylcarbamoyl-methyl)-carbamoyl]-2,2-dimethyl-propylcarbamoyl}-4-(7-methoxy-2-phenyl-quinolin-4-yloxy)-cyclopentanecarbonyl]-amino}-2-vinyl-cyclopropanecarboxylic acid ethyl ester), [Li+].[OH-] (LiOH), Cl (HCl). Solvent: C1CCOC1.CO.O (THF MeOH water). Reaction conditions: time 48 hour. The product is C1(CCCCC1)[C@@H](C(NC)=O)NC(=O)[C@H](C(C)(C)C)NC(=O)[C@H]1[C@@H](C[C@H](C1)OC1=CC(=NC2=CC(=CC=C12)OC)C1=CC=CC=C1)C(=O)N[C@]1([C@@H](C1)C=C)C(=O)O ((1R,2S)-1-{[(1R,2R,4S)-2-{(S)-1-[((S)-Cyclohexyl-methylcarbamoyl-methyl)-carbamoyl]-2,2-dimethyl-propylcarbamoyl}-4-(7-methoxy-2-phenyl-quinolin-4-yloxy)-cyclopentanecarbonyl]-amino}-2-vinyl-cyclopropanecarboxylic acid). Isolated yield 66.5%. As a reaction SMILES: C([O:3][C:4]([C@@:6]1([NH:11][C:12]([C@@H:14]2[CH2:18][C@@H:17]([O:19][C:20]3[C:29]4[C:24](=[CH:25][C:26]([O:30][CH3:31])=[CH:27][CH:28]=4)[N:23]=[C:22]([C:32]4[CH:37]=[CH:36][CH:35]=[CH:34][CH:33]=4)[CH:21]=3)[CH2:16][C@H:15]2[C:38](=[O:59])[NH:39][C@H:40]([C:45](=[O:58])[NH:46][C@@H:47]([CH:52]2[CH2:57][CH2:56][CH2:55][CH2:54][CH2:53]2)[C:48](=[O:51])[NH:49][CH3:50])[C:41]([CH3:44])([CH3:43])[CH3:42])=[O:13])[CH2:8][C@H:7]1[CH:9]=[CH2:10])=[O:5])C.[Li+].[OH-].Cl>C1COCC1.CO.O>[CH:52]1([C@H:47]([NH:46][C:45]([C@@H:40]([NH:39][C:38]([C@@H:15]2[CH2:16][C@H:17]([O:19][C:20]3[C:29]4[C:24](=[CH:25][C:26]([O:30][CH3:31])=[CH:27][CH:28]=4)[N:23]=[C:22]([C:32]4[CH:33]=[CH:34][CH:35]=[CH:36][CH:37]=4)[CH:21]=3)[CH2:18][C@H:14]2[C:12]([NH:11][C@:6]2([C:4]([OH:5])=[O:3])[CH2:8][C@H:7]2[CH:9]=[CH2:10])=[O:13])=[O:59])[C:41]([CH3:43])([CH3:42])[CH3:44])=[O:58])[C:48](=[O:51])[NH:49][CH3:50])[CH2:57][CH2:56][CH2:55][CH2:54][CH2:53]1 |f:1.2,4.5.6|. Reported procedure: To a solution of compound 39 (20 mg, 0.025 mmol) in THF/MeOH/water 2:1:1 (2 mL) at 0° C. was added 1M LiOH (175 uL, 0.175 mmol) and the solution was allowed to attain room temperature and was stirred for 48 h. The solution was acidified to pH 3 with 1M HCl and was then evaporated and coevaporated with toluene. The crude product was purified by HPLC (MeOH/water 6:4+0.5% TFA followed by MeOH/water 4:1+0.2% TFA) to give compound 40 (13 mg, 67%) as a colorless solid. Starting materials: C(=O)(OC(C)(C)C)N1CCNCC1 (1-BOC-piperizine), [N+](=O)([O-])C1=C(C#N)C(=CC=C1)[N+](=O)[O-] (2,6-dinitrobenzonitrile), O.C(C)(=O)OCC (water ethyl acetate). The solvent is CN(C)C=O (DMF). Run at temperature 50 celsius, time 8 hour. Yields the product C(C)(C)(C)OC(=O)N1CCN(CC1)C1=C(C(=CC=C1)[N+](=O)[O-])C#N (4-(2-cyano-3-nitro-phenyl)-piperazine-1-carboxylic acid tert-butyl ester). The yield is 68.8%. Reaction SMILES: [C:1]([N:8]1[CH2:13][CH2:12][NH:11][CH2:10][CH2:9]1)([O:3][C:4]([CH3:7])([CH3:6])[CH3:5])=[O:2].[N+:14]([C:17]1[CH:24]=[CH:23][CH:22]=[C:21]([N+]([O-])=O)[C:18]=1[C:19]#[N:20])([O-:16])=[O:15].O.C(OCC)(=O)C>CN(C=O)C>[C:4]([O:3][C:1]([N:8]1[CH2:9][CH2:10][N:11]([C:21]2[CH:22]=[CH:23][CH:24]=[C:17]([N+:14]([O-:16])=[O:15])[C:18]=2[C:19]#[N:20])[CH2:12][CH2:13]1)=[O:2])([CH3:7])([CH3:6])[CH3:5] |f:2.3|. Procedure: 1-BOC-piperizine (piperazine-1-carboxylic acid tert-butyl ester, 20.0 g, 107.4 mmol) was added to a solution of 2,6-dinitrobenzonitrile (10.277 g, 53.2 mmol) in dry DMF (200 ml). After stirring at 50° C. overnight, the reaction mixture was cooled to room temperature and poured into a mixture of water/ethyl acetate. The organic fraction was washed with water and brine. After drying over MgSO4, the organic fraction was concentrated in vacuo and the resulting brown residue was purified by flash chr... Starting materials: C(=O)[O-].[Na+] (sodium formate), BrC=1C=C2C=CC=NC2=CC1F (6-bromo-7-fluoro quinoline). Reagents/catalysts: C=1C=CC(=CC1)[P](C=2C=CC=CC2)(C=3C=CC=CC3)[Pd]([P](C=4C=CC=CC4)(C=5C=CC=CC5)C=6C=CC=CC6)([P](C=7C=CC=CC7)(C=8C=CC=CC8)C=9C=CC=CC9)[P](C=1C=CC=CC1)(C=1C=CC=CC1)C=1C=CC=CC1 (Pd(PPh3)4). Run in C(C)#N (acetonitrile), CS(=O)C (DMSO). Conditions: temperature 120 celsius. Product: FC1=C(C=C2C=CC=NC2=C1)C=O (7-Fluoro-quinoline-6-carbaldehyde). Yield: 10.4%. RXN SMILES: [CH:1]([O-:3])=O.[Na+].Br[C:6]1[CH:7]=[C:8]2[C:13](=[CH:14][C:15]=1[F:16])[N:12]=[CH:11][CH:10]=[CH:9]2>C(#N)C.CS(C)=O.C1C=CC([P]([Pd]([P](C2C=CC=CC=2)(C2C=CC=CC=2)C2C=CC=CC=2)([P](C2C=CC=CC=2)(C2C=CC=CC=2)C2C=CC=CC=2)[P](C2C=CC=CC=2)(C2C=CC=CC=2)C2C=CC=CC=2)(C2C=CC=CC=2)C2C=CC=CC=2)=CC=1>[F:16][C:15]1[CH:14]=[C:13]2[C:8]([CH:9]=[CH:10][CH:11]=[N:12]2)=[CH:7][C:6]=1[CH:1]=[O:3] |f:0.1,^1:27,29,48,67|. Procedure details: To a suspension of Pd(PPh3)4 (1.27 g, 1.1 mmol) and sodium formate (13.8 g, 132 mmol, 6 e.q.) in acetonitrile (30 mL) was added a solution of 6-bromo-7-fluoro quinoline (5 g, 22 mmol) in DMSO (30 mL). The reaction mixture was heated at 120° C. under a CO atmosphere (1 MPa) for 4 h, cooled to rt and concentrated under reduced pressure. The residue was partitioned between water (100 mL) and ethyl acetate (150 mL). The organic layer was separated, washed with brine (100 mL), dried over Na2SO4 and c... Starting materials: C(C)(C)(C)N (tert.-butylamine), C(#N)C1=C(OCC2CO2)C=CC=C1C (1-(2-cyano-3-methyl-phenoxy)-2,3-epoxy propane), C(#N)C1=C(C=CC=C1C)O (2-cyano-3-methylphenol), C(Cl)C1CO1 (epichlorohydrin). Run in [OH-].[Na+] (NaOH), CO (methanol). Product: Cl.C(#N)C1=C(OCC(CNC(C)(C)C)O)C=CC=C1C (1-(2-cyano-3-methyl-phenoxy)-2-hydroxy-3-tert.-butylamino propane hydrochloride). As a reaction SMILES: [C:1]([C:3]1[C:13]([CH3:14])=[CH:12][CH:11]=[CH:10][C:4]=1[O:5][CH2:6][CH:7]1[O:9][CH2:8]1)#[N:2].C(C1C(C)=CC=CC=1O)#N.C(C1OC1)[Cl:26].[C:30]([NH2:34])([CH3:33])([CH3:32])[CH3:31]>[OH-].[Na+].CO>[ClH:26].[C:1]([C:3]1[C:13]([CH3:14])=[CH:12][CH:11]=[CH:10][C:4]=1[O:5][CH2:6][CH:7]([OH:9])[CH2:8][NH:34][C:30]([CH3:33])([CH3:32])[CH3:31])#[N:2] |f:4.5,7.8|. Procedure: 1-(2-cyano-3-methyl-phenoxy)-2,3-epoxy propane, prepared from 17 gm (0.128 mol) of 2-cyano-3-methylphenol and 12.2 gm (0.132 mol) of epichlorohydrin in 125 ml of 1 N NaOH, was dissolved as a dark, impure viscous oil in 200 ml of methanol, and 29 ml of tert.-butylamine were added thereto. After refluxing the mixture for 2 hours, the solvent was distilled off under vacuum, and the brown residue was extracted with dilute HCl. The clear solution was filtered over charcoal and was made alkaline with ... Reactants: O=C1CCC(=O)N1Br, Br, ClC(Cl)(Cl)Cl, ClCCl, COC(=O)Cc1cccc(F)c1. The product is COC(=O)C(Br)c1cccc(F)c1. As a reaction SMILES: [Br:13][N:14]1[C:15](=[O:16])[CH2:17][CH2:18][C:19]1=[O:20].[BrH:21].[Cl:22][C:23]([Cl:24])([Cl:25])[Cl:26].[Cl:27][CH2:28][Cl:29].[F:1][c:2]1[cH:3][c:4]([CH2:8][C:9](=[O:10])[O:11][CH3:12])[cH:5][cH:6][cH:7]1>>[F:1][c:2]1[cH:3][c:4]([CH:8]([C:9](=[O:10])[O:11][CH3:12])[Br:13])[cH:5][cH:6][cH:7]1.